This data is from the Open Reaction Database (ORD), a public repository of structured organic reaction records. The task is: describe an organic reaction: reactants, conditions, products, and yield The reactants are O (water), BrC=1C(=C2C(=CN(C2=C(C1)F)C)CC(=O)N(C)C)OC (2-(5-bromo-7-fluoro-4-methoxy-1-methyl-1H-indol-3-yl)-N,N-dimethylacetamide), C1(=CC=CC=C1)B(O)O (phenylboronic acid), C(=O)([O-])[O-].[Cs+].[Cs+] (Cs2CO3). The reagents and catalysts are C=1C=CC(=CC1)[P](C=2C=CC=CC2)(C=3C=CC=CC3)[Pd]([P](C=4C=CC=CC4)(C=5C=CC=CC5)C=6C=CC=CC6)([P](C=7C=CC=CC7)(C=8C=CC=CC8)C=9C=CC=CC9)[P](C=1C=CC=CC1)(C=1C=CC=CC1)C=1C=CC=CC1 (Pd(PPh3)4). The solvent is O1CCOCC1 (dioxane). Product: FC=1C=C(C(=C2C(=CN(C12)C)CC(=O)N(C)C)OC)C1=CC=CC=C1 (2-(7-fluoro-4-methoxy-1-methyl-5-phenyl-1H-indol-3-yl)-N,N-dimethylacetamide). Yield: 81.0%. RXN SMILES: Br[C:2]1[C:3]([O:19][CH3:20])=[C:4]2[C:8](=[C:9]([F:11])[CH:10]=1)[N:7]([CH3:12])[CH:6]=[C:5]2[CH2:13][C:14]([N:16]([CH3:18])[CH3:17])=[O:15].[C:21]1(B(O)O)[CH:26]=[CH:25][CH:24]=[CH:23][CH:22]=1.C([O-])([O-])=O.[Cs+].[Cs+].O>O1CCOCC1.C1C=CC([P]([Pd]([P](C2C=CC=CC=2)(C2C=CC=CC=2)C2C=CC=CC=2)([P](C2C=CC=CC=2)(C2C=CC=CC=2)C2C=CC=CC=2)[P](C2C=CC=CC=2)(C2C=CC=CC=2)C2C=CC=CC=2)(C2C=CC=CC=2)C2C=CC=CC=2)=CC=1>[F:11][C:9]1[CH:10]=[C:2]([C:21]2[CH:26]=[CH:25][CH:24]=[CH:23][CH:22]=2)[C:3]([O:19][CH3:20])=[C:4]2[C:8]=1[N:7]([CH3:12])[CH:6]=[C:5]2[CH2:13][C:14]([N:16]([CH3:18])[CH3:17])=[O:15] |f:2.3.4,^1:46,48,67,86|. Reported procedure: To the solution of 8-11 (200 mg, 0.58 mmol) in dioxane (10 mL) was added phenylboronic acid (86 mg, 0.70 mmol), Pd(PPh3)4 (68 mg, 0.06 mmol), and Cs2CO3 (760 mg, 2.3 mmol) under nitrogen atmosphere. The reaction mixture was refluxed overnight, poured into water and extracted with ethyl acetate (20 mL×3). The separated organic layer was dried over anhydrous sodium sulfate and concentrated in vacuo. The residue was purified by flash chromatography (elution with petroleum ether:ethyl acetate=1:1) t... Reactants: C(C)(=O)OC(C)=O (acetic acid anhydride), CC1(C(C2=CC=CC=C2CC1)N1C=NC=C1CN)C (1-(1,2,3,4-tetrahydro-2,2-dimethyl-1-naphthalenyl)-1H-imidazole-5-methanamine). Run in ClC(Cl)Cl (trichloromethane), ClC(Cl)Cl (trichloromethane). Conditions: time 1 hour. Product: CC1(C(C2=CC=CC=C2CC1)N1C=NC=C1CNC(C)=O)C (N-[[1-(1,2,3,4-tetrahydro-2,2-dimethyl-1-naphthalenyl)-1H-imidazol-5-yl]methyl]acetamide). Yield: 60.6%. RXN SMILES: [CH3:1][C:2]1([CH3:19])[CH2:11][CH2:10][C:9]2[C:4](=[CH:5][CH:6]=[CH:7][CH:8]=2)[CH:3]1[N:12]1[C:16]([CH2:17][NH2:18])=[CH:15][N:14]=[CH:13]1.[C:20](OC(=O)C)(=[O:22])[CH3:21]>ClC(Cl)Cl>[CH3:1][C:2]1([CH3:19])[CH2:11][CH2:10][C:9]2[C:4](=[CH:5][CH:6]=[CH:7][CH:8]=2)[CH:3]1[N:12]1[C:16]([CH2:17][NH:18][C:20](=[O:22])[CH3:21])=[CH:15][N:14]=[CH:13]1. Procedure details: To a stirred mixture of 5.1 parts of 1-(1,2,3,4-tetrahydro-2,2-dimethyl-1-naphthalenyl)-1H-imidazole-5-methanamine and 75 parts of trichloromethane was added dropwise a solution of 2.0 parts of acetic acid anhydride in 150 parts of trichloromethane. Upon complete addition, stirring was continued for 1 hour at room temperature. The reaction mixture was washed with a sodium carbonate solution 10% and water, dried, filtered and evaporated. The residue was crystallized from 2-propanone. The product ...